This data is from the Open Reaction Database (ORD), a public repository of structured organic reaction records. The task is: describe an organic reaction: reactants, conditions, products, and yield Starting materials: ClCC(COC1=CC(=CC=C1)C(F)(F)F)O (1-chloro-3-[3-(trifluoromethyl)phenoxy]-2-propanol), [O-]Cl.[Na+] (NaOCl), [Na+].[Br-] (NaBr), C(=O)(O)[O-].[Na+] (NaHCO3), Na2S2O3.5H2O. Reagents/catalysts: CC1(CCCC(N1[O])(C)C)C (TEMPO). Run in O (water), C(Cl)Cl (CH2Cl2). Run at temperature 2.5 celsius, time 1 hour. The product is ClCC(COC1=CC(=CC=C1)C(F)(F)F)=O (1-chloro-3-[3-(trifluoromethyl)phenoxy]-2-propanone). Yield: 76.2%. As a reaction SMILES: [O-]Cl.[Na+].[Na+].[Br-].C([O-])(O)=O.[Na+].[Cl:11][CH2:12][CH:13]([OH:26])[CH2:14][O:15][C:16]1[CH:21]=[CH:20][CH:19]=[C:18]([C:22]([F:25])([F:24])[F:23])[CH:17]=1>C(Cl)Cl.CC1(C)N([O])C(C)(C)CCC1.O>[Cl:11][CH2:12][C:13](=[O:26])[CH2:14][O:15][C:16]1[CH:21]=[CH:20][CH:19]=[C:18]([C:22]([F:23])([F:24])[F:25])[CH:17]=1 |f:0.1,2.3,4.5,^1:33|. Procedure details: 10% aq. NaOCl (900 mL) was added dropwise to a stirred mixture of NaBr (30.9 g, 0.30 mol), NaHCO3 (50.4 g, 0.60 mol), water (200 mL) and a solution of 1-chloro-3-[3-(trifluoromethyl)phenoxy]-2-propanol (80.0 g from Example 1) and TEMPO (0.94 g, 6 mmol) in CH2Cl2 (100 mL) at 0 to 5° C. The mixture was stirred for 0.5 h at the same temperature and 10% aq. Na2S2O3.5H2O (150 mL) was added. The aqueous layer was separated and extracted with CH2Cl2. The combined organic layer was dried over Na2SO4, fi... Starting materials: O (water), C(C)C(O)(C1=CC(=CC=C1)OC)CNCC(C)O (α-Ethyl-α-[N-(2-hydroxypropyl)aminomethyl]-3-methoxybenzene methanol), S(O)(O)(=O)=O (sulphuric acid), N (ammonia), ice. Run in CCOCC (ether). Run at time 8 hour. The product is C(C)C1(CNCC(O1)C)C1=CC(=CC=C1)OC (2-Ethyl-2-(3-methoxyphenyl)-6-methylmorpholine). The yield is 21.9%. As a reaction SMILES: [CH2:1]([C:3]([CH2:13][NH:14][CH2:15][CH:16]([OH:18])[CH3:17])([C:5]1[CH:10]=[CH:9][CH:8]=[C:7]([O:11][CH3:12])[CH:6]=1)O)[CH3:2].S(=O)(=O)(O)O.O.N>CCOCC>[CH2:1]([C:3]1([C:5]2[CH:10]=[CH:9][CH:8]=[C:7]([O:11][CH3:12])[CH:6]=2)[O:18][CH:16]([CH3:17])[CH2:15][NH:14][CH2:13]1)[CH3:2]. Reported procedure: METHOD A The product from Example 15 (1.77 g, 0.007 mole) was treated dropwise at 0° C. with concentrated sulphuric acid (2.3 ml). The resulting green gum was allowed to stand overnight at room temperature and was then treated with 25 ml of crushed ice and after thorough mixing, 50 ml of water. The solution was neutralised with excess ammonia and the solution shaken with ether (2×50 ml). The ether layers were washed, and dried (MgSO4) and evaporated to give 360 mg of the title compound as a 50:5... The reactants are C(C)OC(C(=CNC(CO)C)C(C1=C(C(=C(C(=C1)F)F)OC(C)=O)F)=O)=O (ethyl-2-(3-acetoxy-2,4,5-trifluorobenzoyl)-3-(2-hydroxy-1-methylethyl)aminoacrylate), [F-].[K+] (potassium fluoride). Run in CN(C=O)C (dimethylformamide). Conditions: time 2 hour. Yields the product C(C)OC(=O)C=1C(C=2C=C(C(=C3C2N(C(CO3)C)C1)F)F)=O (ethyl-9,10-difluoro-3-methyl-7-oxo-2,3-dihydro-7H-pyrido[1,2,3-de][1,4]benzoxazine-6-carboxylate). Isolated yield 41.0%. Reaction SMILES: [CH2:1]([O:3][C:4](=[O:27])[C:5]([C:12](=[O:26])[C:13]1[CH:18]=[C:17]([F:19])[C:16]([F:20])=[C:15]([O:21][C:22](=O)C)[C:14]=1F)=[CH:6][NH:7][CH:8]([CH3:11])CO)[CH3:2].[F-].[K+]>CN(C)C=O>[CH2:1]([O:3][C:4]([C:5]1[C:12](=[O:26])[C:13]2[CH:18]=[C:17]([F:19])[C:16]([F:20])=[C:15]3[O:21][CH2:22][CH:8]([CH3:11])[N:7]([CH:6]=1)[C:14]=23)=[O:27])[CH3:2] |f:1.2|. Procedure: In 30 ml of dimethylformamide was dissolved 4.30 g of the ethyl-2-(3-acetoxy-2,4,5-trifluorobenzoyl)-3-(2-hydroxy-1-methylethyl)aminoacrylate (X) thus obtained and 1.92 g (0.033 mole) of potassium fluoride was added to the mixture and the mixture was stirred at 140° to 150° C. for 2 hours. After completion of the reaction, the solvent was distilled under reduced pressure. To the residue was added water and the mixture was extracted with dichloromethane, and the organic layer was washed with wate... Reactants: CS(=O)(=O)Nc1ccc(Br)cc1, O=C([O-])[O-], CI, CN(C)C=O, [K+], [K+]. Yields the product CN(c1ccc(Br)cc1)S(C)(=O)=O. RXN SMILES: [Br:3][c:4]1[cH:5][cH:6][c:7]([NH:10][S:11](=[O:12])(=[O:13])[CH3:14])[cH:8][cH:9]1.[C:15](=[O:16])([O-:17])[O-:18].[CH3:1][I:2].[CH3:21][N:22]([CH3:23])[CH:24]=[O:25].[K+:19].[K+:20]>>[Br:3][c:4]1[cH:5][cH:6][c:7]([N:10]([S:11](=[O:12])(=[O:13])[CH3:14])[CH3:15])[cH:8][cH:9]1. The reactants are N(N)C1=NC=C(C=N1)C1=CC=CC=C1 (2-hydrazino-5-phenylpyrimidine), C(OCC)(OCC)OCC (triethyl orthoformate). Yields the product C1(=CC=CC=C1)C=1C=NC=2N(C1)C=NN2 (6-Phenyl-1,2,4-triazolo[4,3-a]pyrimidine). RXN SMILES: [NH:1]([C:3]1[N:8]=[CH:7][C:6]([C:9]2[CH:14]=[CH:13][CH:12]=[CH:11][CH:10]=2)=[CH:5][N:4]=1)[NH2:2].[CH:15](OCC)(OCC)OCC>>[C:9]1([C:6]2[CH:7]=[N:8][C:3]3[N:4]([CH:15]=[N:2][N:1]=3)[CH:5]=2)[CH:14]=[CH:13][CH:12]=[CH:11][CH:10]=1. Procedure details: A mixture of 2.5 g. of 2-hydrazino-5-phenylpyrimidine and 25 ml. of triethyl orthoformate is heated for 16 hours under reflux. The material that separates is collected and crystallized from ethanol to give 1.5 g. of the product of the Example, m.p. 231° C.